This data is from the Open Reaction Database (ORD), a public repository of structured organic reaction records. The task is: describe an organic reaction: reactants, conditions, products, and yield The reactants are O=C([O-])[O-], CCO, COCCOC, CC(C)n1nc(I)c2c(N)ncnc21, [Na+], [Na+], c1ccc(P(c2ccccc2)(c2ccccc2)[Pd](P(c2ccccc2)(c2ccccc2)c2ccccc2)(P(c2ccccc2)(c2ccccc2)c2ccccc2)P(c2ccccc2)(c2ccccc2)c2ccccc2)cc1, OB(O)c1cncnc1. The product is CC(C)n1nc(-c2cncnc2)c2c(N)ncnc21. As a reaction SMILES: [C:24](=[O:25])([O-:26])[O-:27].[CH3:30][CH2:31][OH:32].[CH3:33][O:34][CH2:35][CH2:36][O:37][CH3:38].[I:10][c:11]1[n:12][n:13]([CH:21]([CH3:22])[CH3:23])[c:14]2[n:15][cH:16][n:17][c:18]([NH2:20])[c:19]12.[Na+:28].[Na+:29].[cH:39]1[cH:40][cH:41][c:42]([P:43]([Pd:44]([P:45]([c:46]2[cH:47][cH:48][cH:49][cH:50][cH:51]2)([c:52]2[cH:53][cH:54][cH:55][cH:56][cH:57]2)[c:58]2[cH:59][cH:60][cH:61][cH:62][cH:63]2)([P:64]([c:65]2[cH:66][cH:67][cH:68][cH:69][cH:70]2)([c:71]2[cH:72][cH:73][cH:74][cH:75][cH:76]2)[c:77]2[cH:78][cH:79][cH:80][cH:81][cH:82]2)[P:83]([c:84]2[cH:85][cH:86][cH:87][cH:88][cH:89]2)([c:90]2[cH:91][cH:92][cH:93][cH:94][cH:95]2)[c:96]2[cH:97][cH:98][cH:99][cH:100][cH:101]2)([c:102]2[cH:103][cH:104][cH:105][cH:106][cH:107]2)[c:108]2[cH:109][cH:110][cH:111][cH:112][cH:113]2)[cH:114][cH:115]1.[n:1]1[cH:2][n:3][cH:4][c:5]([B:7]([OH:8])[OH:9])[cH:6]1>>[n:1]1[cH:2][n:3][cH:4][c:5](-[c:11]2[n:12][n:13]([CH:21]([CH3:22])[CH3:23])[c:14]3[n:15][cH:16][n:17][c:18]([NH2:20])[c:19]23)[cH:6]1. Reactants: ClC1=NC(=NC(=N1)N1CC(C1)OC1=C(C=C(C=C1)Cl)F)C (2-chloro-4-(3-(4-chloro-2-fluorophenoxy)azetidin-1-yl)-6-methyl-1,3,5-triazine), CCN(C(C)C)C(C)C (DIPEA), NC=1C=C(C(=O)NC)C=CC1 (3-amino-N-methylbenzamide). The solvent is C(C)(C)O (Isopropanol). Run at temperature 80 celsius, time 24 hour. Yields the product ClC1=CC(=C(OC2CN(C2)C2=NC(=NC(=N2)C)NC=2C=C(C(=O)NC)C=CC2)C=C1)F (3-((4-(3-(4-chloro-2-fluorophenoxy) azetidin-1-yl)-6-methyl-1,3,5-triazin-2-yl)amino)-N-methylbenzamide). Isolated yield 4.2%. As a reaction SMILES: Cl[C:2]1[N:7]=[C:6]([N:8]2[CH2:11][CH:10]([O:12][C:13]3[CH:18]=[CH:17][C:16]([Cl:19])=[CH:15][C:14]=3[F:20])[CH2:9]2)[N:5]=[C:4]([CH3:21])[N:3]=1.CCN(C(C)C)C(C)C.[NH2:31][C:32]1[CH:33]=[C:34]([CH:39]=[CH:40][CH:41]=1)[C:35]([NH:37][CH3:38])=[O:36]>C(O)(C)C>[Cl:19][C:16]1[CH:17]=[CH:18][C:13]([O:12][CH:10]2[CH2:11][N:8]([C:6]3[N:5]=[C:4]([CH3:21])[N:3]=[C:2]([NH:31][C:32]4[CH:33]=[C:34]([CH:39]=[CH:40][CH:41]=4)[C:35]([NH:37][CH3:38])=[O:36])[N:7]=3)[CH2:9]2)=[C:14]([F:20])[CH:15]=1. Reported procedure: To a solution of 2-chloro-4-(3-(4-chloro-2-fluorophenoxy)azetidin-1-yl)-6-methyl-1,3,5-triazine (1.0 g, 3.04 mmol) in Isopropanol (10 mL) was added DIPEA (0.8 mL) and 3-amino-N-methylbenzamide (0.460 g, 3.04 mmol) and the reaction mixture was stirred at 80° C. for 24 h. The reaction mixture was concentrated under reduced pressure and extracted with EtOAc (2×40 mL) and water (2×40 mL). The organic extracts were washed with brine, dried over anhydrous sodium sulfate and concentrated under reduced ... Reactants: CC(C)(C)OC(=O)NCC1(c2cccc(B3OC(C)(C)C(C)(C)O3)c2)COC1, CCOC(C)=O, FC(F)(F)c1nn(C(c2ccccc2)(c2ccccc2)c2ccccc2)c2nccc(I)c12, [Na+], [Na+], O=C([O-])[O-], C1COCCO1, O. Product: CC(C)(C)OC(=O)NCC1(c2cccc(-c3ccnc4c3c(C(F)(F)F)nn4C(c3ccccc3)(c3ccccc3)c3ccccc3)c2)COC1. RXN SMILES: [CH3:1][C:2]1([CH3:3])[C:4]([CH3:5])([CH3:6])[O:7][B:8]([c:9]2[cH:10][c:11]([C:15]3([CH2:19][NH:20][C:21]([O:22][C:23]([CH3:24])([CH3:25])[CH3:26])=[O:27])[CH2:16][O:17][CH2:18]3)[cH:12][cH:13][cH:14]2)[O:28]1.[CH3:75][CH2:76][O:77][C:78](=[O:79])[CH3:80].[I:29][c:30]1[c:31]2[c:32]([n:33][cH:34][cH:35]1)[n:36]([C:43]([c:44]1[cH:45][cH:46][cH:47][cH:48][cH:49]1)([c:50]1[cH:51][cH:52][cH:53][cH:54][cH:55]1)[c:56]1[cH:57][cH:58][cH:59][cH:60][cH:61]1)[n:37][c:38]2[C:39]([F:40])([F:41])[F:42].[Na+:62].[Na+:63].[O-:64][C:65](=[O:66])[O-:67].[O:69]1[CH2:70][CH2:71][O:72][CH2:73][CH2:74]1.[OH2:68]>>[c:9]1(-[c:30]2[c:31]3[c:32]([n:33][cH:34][cH:35]2)[n:36]([C:43]([c:44]2[cH:45][cH:46][cH:47][cH:48][cH:49]2)([c:50]2[cH:51][cH:52][cH:53][cH:54][cH:55]2)[c:56]2[cH:57][cH:58][cH:59][cH:60][cH:61]2)[n:37][c:38]3[C:39]([F:40])([F:41])[F:42])[cH:10][c:11]([C:15]2([CH2:19][NH:20][C:21]([O:22][C:23]([CH3:24])([CH3:25])[CH3:26])=[O:27])[CH2:16][O:17][CH2:18]2)[cH:12][cH:13][cH:14]1. Starting materials: N1N=CC(=C1)C1=CC2=C(C=3N=C(SC3CCO2)C(=O)O)C=C1 (8-(1H-Pyrazol-4-yl)-4,5-dihydro-6-oxa-3-thia-1-aza-benzo[e]azulene-2-carboxylic acid), N1CCCC1 (pyrrolidine). The product is N1N=CC(=C1)C1=CC2=C(C=3N=C(SC3CCO2)C(=O)N2CCCC2)C=C1 ([8-(1H-Pyrazol-4-yl)-4,5-dihydro-6-oxa-3-thia-1-aza-benzo[e]azulen-2-yl]-pyrrolidin-1-yl-methanone). As a reaction SMILES: [NH:1]1[CH:5]=[C:4]([C:6]2[CH:22]=[CH:21][C:9]3[C:10]4[N:11]=[C:12]([C:18]([OH:20])=O)[S:13][C:14]=4[CH2:15][CH2:16][O:17][C:8]=3[CH:7]=2)[CH:3]=[N:2]1.[NH:23]1[CH2:27][CH2:26][CH2:25][CH2:24]1>>[NH:1]1[CH:5]=[C:4]([C:6]2[CH:22]=[CH:21][C:9]3[C:10]4[N:11]=[C:12]([C:18]([N:23]5[CH2:27][CH2:26][CH2:25][CH2:24]5)=[O:20])[S:13][C:14]=4[CH2:15][CH2:16][O:17][C:8]=3[CH:7]=2)[CH:3]=[N:2]1. Procedure details: Following the procedure for 103, 8-(1H-Pyrazol-4-yl)-4,5-dihydro-6-oxa-3-thia-1-aza-benzo[e]azulene-2-carboxylic acid (50.0 mg, 0.2 mmol) was reacted with pyrrolidine (1.2 equiv) to give 158 (17.7 mg, M+1 367.1) Starting materials: O=C([O-])[O-], CI, CC(C)=O, CC(C)OC(=O)c1ccc(Br)cc1CNC1CC1, [K+], [K+]. Yields the product CC(C)OC(=O)c1ccc(Br)cc1CN(C)C1CC1. RXN SMILES: [C:19](=[O:20])([O-:21])[O-:22].[CH3:25][I:26].[CH3:27][C:28](=[O:29])[CH3:30].[CH:1]([CH3:2])([CH3:3])[O:4][C:5]([c:6]1[c:7]([CH2:13][NH:14][CH:15]2[CH2:16][CH2:17]2)[cH:8][c:9]([Br:12])[cH:10][cH:11]1)=[O:18].[K+:23].[K+:24]>>[CH:1]([CH3:2])([CH3:3])[O:4][C:5]([c:6]1[c:7]([CH2:13][N:14]([CH:15]2[CH2:16][CH2:17]2)[CH3:19])[cH:8][c:9]([Br:12])[cH:10][cH:11]1)=[O:18]. Starting materials: Intermediate 223E, ClC=1C=C(OC2=CC=C(C=C2)N\N=C\C(=O)OCC)C=CC1 ((E)-ethyl 2-(2-(4-(3-chlorophenoxy)phenyl)hydrazono)acetate), [N+](=O)([O-])C(=CC1=C(C=C(C(=O)OC(C)(C)C)C=C1)C(=O)N1CC2=CC=CC=C2CC1)CCCC (tert-butyl 4-(2-nitrohex-1-enyl)-3-(1,2,3,4-tetrahydroisoquinoline-2-carbonyl)benzoate). Yields the product C(C)(C)(C)OC(=O)C1=CC(=C(C=C1)C=1C(=NN(C1CCCC)C1=CC=C(C=C1)OC1=CC(=CC=C1)Cl)C(=O)OCC)C(=O)N1CC2=CC=CC=C2CC1 (Ethyl 4-(4-(tert-butoxycarbonyl)-2-(1,2,3,4-tetrahydroisoquinoline-2-carbonyl)phenyl)-5-butyl-1-(4-(3-chlorophenoxy)phenyl)-1H-pyrazole-3-carboxylate). Yield: 44.4%. As a reaction SMILES: [Cl:1][C:2]1[CH:3]=[C:4]([CH:20]=[CH:21][CH:22]=1)[O:5][C:6]1[CH:11]=[CH:10][C:9]([NH:12]/[N:13]=[CH:14]/[C:15]([O:17][CH2:18][CH3:19])=[O:16])=[CH:8][CH:7]=1.[N+]([C:26]([CH2:53][CH2:54][CH2:55][CH3:56])=[CH:27][C:28]1[CH:40]=[CH:39][C:31]([C:32]([O:34][C:35]([CH3:38])([CH3:37])[CH3:36])=[O:33])=[CH:30][C:29]=1[C:41]([N:43]1[CH2:52][CH2:51][C:50]2[C:45](=[CH:46][CH:47]=[CH:48][CH:49]=2)[CH2:44]1)=[O:42])([O-])=O>>[C:35]([O:34][C:32]([C:31]1[CH:39]=[CH:40][C:28]([C:27]2[C:14]([C:15]([O:17][CH2:18][CH3:19])=[O:16])=[N:13][N:12]([C:9]3[CH:10]=[CH:11][C:6]([O:5][C:4]4[CH:20]=[CH:21][CH:22]=[C:2]([Cl:1])[CH:3]=4)=[CH:7][CH:8]=3)[C:26]=2[CH2:53][CH2:54][CH2:55][CH3:56])=[C:29]([C:41]([N:43]2[CH2:52][CH2:51][C:50]3[C:45](=[CH:46][CH:47]=[CH:48][CH:49]=3)[CH2:44]2)=[O:42])[CH:30]=1)=[O:33])([CH3:36])([CH3:37])[CH3:38]. Procedure details: Following a procedure analogous to that for the synthesis of Intermediate 223E, (E)-ethyl 2-(2-(4-(3-chlorophenoxy)phenyl)hydrazono)acetate (60 mg, 0.19 mmol) and tert-butyl 4-(2-nitrohex-1-enyl)-3-(1,2,3,4-tetrahydroisoquinoline-2-carbonyl)benzoate (88 mg, 0.19 mmol) were converted to the title compound (62 mg, 45%) as a pale yellow oil. 1H NMR (CDCl3, 1:1 mixture of amide rotamers) δ 8.10 (dd, J=8, 2 Hz, 1H), 8.05-8.04 (m, 1H), 7.44-6.83 (m, 13H), 5.02-4.98 (m, 1H), 4.48-4.38 (m, 1H), 4.33-4.2... The reactants are O=C1CCC(=O)N1I, CN(C)C=O, O=C(OCc1ccccc1)N1c2ccccc2CC1CO. Product: O=C(OCc1ccccc1)N1c2ccc(I)cc2CC1CO. Reaction SMILES: [I:22][N:23]1[C:24](=[O:25])[CH2:26][CH2:27][C:28]1=[O:29].[O:30]=[CH:31][N:32]([CH3:33])[CH3:34].[OH:1][CH2:2][CH:3]1[N:4]([C:12](=[O:13])[O:14][CH2:15][c:16]2[cH:17][cH:18][cH:19][cH:20][cH:21]2)[c:5]2[cH:6][cH:7][cH:8][cH:9][c:10]2[CH2:11]1>>[OH:1][CH2:2][CH:3]1[N:4]([C:12](=[O:13])[O:14][CH2:15][c:16]2[cH:17][cH:18][cH:19][cH:20][cH:21]2)[c:5]2[cH:6][cH:7][c:8]([I:22])[cH:9][c:10]2[CH2:11]1. Starting materials: C/C(/CCC(CC#C)O)=C\CC\C(=C\COC1OCCCC1)\C ((E,E)-7,11-dimethyl-13-[(tetrahydro-2H-pyran-2-yl)oxy]-7,11-tridecadien-1-yn-4-ol), C1(=CC=C(C=C1)S(=O)(=O)[O-])C.[NH+]1=CC=CC=C1 (pyridinium toluene-4-sulfonate). The solvent is C(C)O (ethanol). Yields the product C\C(=C/CO)\CC\C=C(\CCC(CC#C)O)/C ((E,E)-3,7-dimethyltrideca-2,6-dien-12-yn-1,10-diol). RXN SMILES: [CH3:1]/[C:2](=[CH:10]\[CH2:11][CH2:12]/[C:13](/[CH3:23])=[CH:14]/[CH2:15][O:16]C1CCCCO1)/[CH2:3][CH2:4][CH:5]([OH:9])[CH2:6][C:7]#[CH:8].C1(C)C=CC(S([O-])(=O)=O)=CC=1.[NH+]1C=CC=CC=1>C(O)C>[CH3:23]/[C:13](/[CH2:12][CH2:11]/[CH:10]=[C:2](\[CH3:1])/[CH2:3][CH2:4][CH:5]([OH:9])[CH2:6][C:7]#[CH:8])=[CH:14]\[CH2:15][OH:16] |f:1.2|. Procedure: A solution of 6.40 g of (E,E)-7,11-dimethyl-13-[(tetrahydro-2H-pyran-2-yl)oxy]-7,11-tridecadien-1-yn-4-ol and 1.50 g of pyridinium toluene-4-sulfonate in 200 ml of abs. ethanol is heated to 60° under argon for 2.5 hours. The reaction mixture is cooled and evaporated, and the residue is taken up in ether and water. After separating the organic phase the aqueous phase is extracted twice with ether and the combined organic phases are washed with 2N hydrochloric acid, saturated sodium carbonate solu... Starting materials: O=C([O-])[O-], Oc1cccc(Cl)n1, [Cs+], [Cs+], CN(C)C=O, Cc1ccc(S(=O)(=O)OCC2COC(C)(C)O2)cc1. Product: CC1(C)OCC(COc2cccc(Cl)n2)O1. Reaction SMILES: [C:28](=[O:29])([O-:30])[O-:31].[Cl:1][c:2]1[n:3][c:4]([OH:8])[cH:5][cH:6][cH:7]1.[Cs+:32].[Cs+:33].[O:34]=[CH:35][N:36]([CH3:37])[CH3:38].[c:9]1([CH3:10])[cH:11][cH:12][c:13]([S:14]([O:15][CH2:19][CH:20]2[O:21][C:22]([CH3:25])([CH3:26])[O:23][CH2:24]2)(=[O:16])=[O:17])[cH:18][cH:27]1>>[Cl:1][c:2]1[n:3][c:4]([O:8][CH2:19][CH:20]2[O:21][C:22]([CH3:25])([CH3:26])[O:23][CH2:24]2)[cH:5][cH:6][cH:7]1.